This data is from the Open Reaction Database (ORD), a public repository of structured organic reaction records. The task is: describe an organic reaction: reactants, conditions, products, and yield Starting materials: CC=1NC=C(N1)C (2,4-dimethylimidazole), C(C)(=O)Cl (acetyl chloride). Solvent: C(Cl)(Cl)Cl (chloroform), C1(=CC=CC=C1)C (toluene). Conditions: time 2 hour. Product: C(C)(=O)N1C(=NC(=C1)C)C (1-acetyl-2,4-dimethylimidazole). Yield: 100.0%. As a reaction SMILES: [CH3:1][C:2]1[NH:3][CH:4]=[C:5]([CH3:7])[N:6]=1.[C:8](Cl)(=[O:10])[CH3:9]>C(Cl)(Cl)Cl.C1(C)C=CC=CC=1>[C:8]([N:3]1[CH:4]=[C:5]([CH3:7])[N:6]=[C:2]1[CH3:1])(=[O:10])[CH3:9]. Reported procedure: A solution of 9.6 g (0.10 M) of 2,4-dimethylimidazole in 50 ml of chloroform and 50 ml of toluene was stirred at room temperature and 3.6 ml (0.05 M) of acetyl chloride was added via syringe over 1 minute. The mixture was stirred at room temperature for 2 hours, then the mixture was filtered to remove insoluble solids, and the filtrate concentrated leaving 6.9 g (100%) of 1-acetyl-2,4-dimethylimidazole as a white crystalline solid: nmr (CDC3) (δ): 7.00 (s, 1H); 2.68 (s, 3H); 2.57 (s, 3H); 2.21 (... As a reaction SMILES: Cl[C:2]1[N:3]([CH2:19][C:20]2[CH:25]=[CH:24][C:23]([O:26][CH3:27])=[CH:22][CH:21]=2)[C:4]([CH3:18])=[C:5]2[C:10]=1[C:9](=[O:11])[N:8]([CH3:12])[C:7](=[O:13])[N:6]2[CH2:14][CH:15]([CH3:17])[CH3:16].[NH2:28][C:29]1[CH:34]=[CH:33][CH:32]=[CH:31][CH:30]=1>>[CH2:14]([N:6]1[C:5]2=[C:4]([CH3:18])[N:3]([CH2:19][C:20]3[CH:25]=[CH:24][C:23]([O:26][CH3:27])=[CH:22][CH:21]=3)[C:2]([NH:28][C:29]3[CH:34]=[CH:33][CH:32]=[CH:31][CH:30]=3)=[C:10]2[C:9](=[O:11])[N:8]([CH3:12])[C:7]1=[O:13])[CH:15]([CH3:17])[CH3:16]. Yields the product C(C(C)C)N1C(N(C(C=2C1=C(N(C2NC2=CC=CC=C2)CC2=CC=C(C=C2)OC)C)=O)C)=O (1-isobutyl-6-(4-methoxybenzyl)-3,7-dimethyl-5-(phenylamino)-1H-pyrrolo[3,4-d]pyrimidine-2,4(3H,6H)-dione). Reactants: ClC=1N(C(=C2N(C(N(C(C21)=O)C)=O)CC(C)C)C)CC2=CC=C(C=C2)OC (5-chloro-1-isobutyl-6-(4-methoxybenzyl)-3,7-dimethyl-1H-pyrrolo[3,4-d]pyrimidine-2,4(3H,6H)-dione), NC1=CC=CC=C1 (aniline). Procedure details: 5-chloro-1-isobutyl-6-(4-methoxybenzyl)-3,7-dimethyl-1H-pyrrolo[3,4-d]pyrimidine-2,4(3H,6H)-dione (12 mg, 0.03 mmol) is placed in a Biotage microwave tube, and then aniline (0.22 mL) is added. The mixture was heated at 150° C. for 3 h., and then purified by a semi-preparative HPLC to give 4 mg of pure product. MS (ESI) m/z 447.3 [M+H]+. Run at temperature 150 celsius. The reactants are COC=1C=C2C=CC(=CC2=CC1)C(CC(=O)OCC)=O (Ethyl 3-(6-methoxy-2-naphthyl)-3-oxopropanoate), NN (hydrazine). Solvent: CC(=O)O (HOAc). The product is COC=1C=C2C=CC(=CC2=CC1)C=1CC(NN1)=O (5-(6-methoxy-2-naphthyl)-2,4-dihydro-3H-pyrazol-3-one). RXN SMILES: [CH3:1][O:2][C:3]1[CH:4]=[C:5]2[C:10](=[CH:11][CH:12]=1)[CH:9]=[C:8]([C:13](=O)[CH2:14][C:15]([O:17]CC)=O)[CH:7]=[CH:6]2.[NH2:21][NH2:22]>CC(O)=O>[CH3:1][O:2][C:3]1[CH:4]=[C:5]2[C:10](=[CH:11][CH:12]=1)[CH:9]=[C:8]([C:13]1[CH2:14][C:15](=[O:17])[NH:21][N:22]=1)[CH:7]=[CH:6]2. Procedure details: Ethyl 3-(6-methoxy-2-naphthyl)-3-oxopropanoate (5.0 g, 18.3 mmol) and anhydrous hydrazine (0.63 ml 20 mmol) were refluxed in HOAc (100 ml) for 3 hours. Solvent was removed under reduced pressure, and the residue was washed with DCM and collected by filtration to give 5-(6-methoxy-2-naphthyl)-2,4-dihydro-3H-pyrazol-3-one as an off-white solid. This compound exists in the enol form in DMSO. NMR (500 MHz, DMSO-d6) δ: 3.87 (s, 3H); 5.95 (s, 1H); 7.17 (dd, J=2.7 Hz, 9.0 Hz, 1H); 7.31 (d, J=2.7 Hz, 1H... Starting materials: FC1=C2C(C(=CN(C2=CC=C1)CC1=CC=C(C=C1)N1N=CC(=C1)I)C(=O)OCC)=O (ethyl 5-fluoro-1-[4-(4-iodo-1H-pyrazol-1-yl)benzyl]-4-oxo-1,4-dihydroquinoline-3-carboxylate), [C-]#N.[K+] (potassium cyanide), C(CCC)[Sn](CCCC)(CCCC)Cl (tributyltin chloride). Reagents/catalysts: C(C)(C)(C)P(C(C)(C)C)(C(C)(C)C)[Pd]P(C(C)(C)C)(C(C)(C)C)C(C)(C)C (bis(tri-tert-butylphosphoranyl)palladium). Solvent: C(C)#N (acetonitrile). Conditions: temperature 120 celsius, time 48 hour. Yields the product C(#N)C=1C=NN(C1)C1=CC=C(CN2C=C(C(C3=C(C=CC=C23)F)=O)C(=O)OCC)C=C1 (Ethyl 1-[4-(4-cyano-1H-pyrazol-1-yl)benzyl]-5-fluoro-4-oxo-1,4-dihydroquinoline-3-carboxylate). RXN SMILES: [F:1][C:2]1[CH:11]=[CH:10][CH:9]=[C:8]2[C:3]=1[C:4](=[O:30])[C:5]([C:25]([O:27][CH2:28][CH3:29])=[O:26])=[CH:6][N:7]2[CH2:12][C:13]1[CH:18]=[CH:17][C:16]([N:19]2[CH:23]=[C:22](I)[CH:21]=[N:20]2)=[CH:15][CH:14]=1.[C-:31]#[N:32].[K+].C([Sn](Cl)(CCCC)CCCC)CCC>C(#N)C.C(P([Pd]P(C(C)(C)C)(C(C)(C)C)C(C)(C)C)(C(C)(C)C)C(C)(C)C)(C)(C)C>[C:31]([C:22]1[CH:21]=[N:20][N:19]([C:16]2[CH:17]=[CH:18][C:13]([CH2:12][N:7]3[C:8]4[C:3](=[C:2]([F:1])[CH:11]=[CH:10][CH:9]=4)[C:4](=[O:30])[C:5]([C:25]([O:27][CH2:28][CH3:29])=[O:26])=[CH:6]3)=[CH:14][CH:15]=2)[CH:23]=1)#[N:32] |f:1.2|. Procedure: To a solution of ethyl 5-fluoro-1-[4-(4-iodo-1H-pyrazol-1-yl)benzyl]-4-oxo-1,4-dihydroquinoline-3-carboxylate (0.100 g, 0.193 mmol), potassium cyanide (0.038 g, 0.52 mmol), and tributyltin chloride (0.68 mg, 1.9 μmol) in 2 mL of acetonitrile under nitrogen was added bis(tri-tert-butylphosphoranyl)palladium (10 mol %). The reaction mixture was stirred at 120° C. for 48 hours, cooled to room temperature, and purified via reverse phase HPLC to provide the title compound which gave a proton NMR spec... The reactants are CS(=O)(=O)OC[C@@H]1N(CCN(C1)S(=O)(=O)C=1SC=CC1)C1=CC=C(C=C1)C(C(F)(F)F)(C)O (((2R)-4-(2-thiophenylsulfonyl)-1-(4-(2,2,2-trifluoro-1-hydroxy-1-methylethyl)phenyl)-2-piperazinyl)methyl methanesulfonate), CS(=O)(=O)OC[C@@H]1N(CCN(C1)S(=O)(=O)C=1SC=CC1)C1=CC=C(C=C1)C(C(F)(F)F)(C)O (((2R)-4-(2-thiophenylsulfonyl)-1-(4-(2,2,2-trifluoro-1-hydroxy-1-methylethyl)phenyl)-2-piperazinyl)methyl methanesulfonate), N1C=NC=C1 (imidazole), C([O-])([O-])=O.[Cs+].[Cs+] (cesium carbonate). Run in C(C)#N (acetonitrile), O (water). Conditions: temperature 80 celsius, time 18 hour. Product: N1(C=NC=C1)C[C@@H]1N(CCN(C1)S(=O)(=O)C=1SC=CC1)C1=CC=C(C=C1)C(C(F)(F)F)(C)O (2-(4-((S)-2-((1H-imidazol-1-yl)methyl)-4-(thiophen-2-ylsulfonyl)piperazin-1-yl)phenyl)-1,1,1-trifluoro-2-propanol). Yield: 77.7%. Reaction SMILES: CS(O[CH2:6][C@H:7]1[CH2:12][N:11]([S:13]([C:16]2[S:17][CH:18]=[CH:19][CH:20]=2)(=[O:15])=[O:14])[CH2:10][CH2:9][N:8]1[C:21]1[CH:26]=[CH:25][C:24]([C:27]([OH:33])([CH3:32])[C:28]([F:31])([F:30])[F:29])=[CH:23][CH:22]=1)(=O)=O.[NH:34]1[CH:38]=[CH:37][N:36]=[CH:35]1.C(=O)([O-])[O-].[Cs+].[Cs+]>C(#N)C.O>[N:34]1([CH2:6][C@H:7]2[CH2:12][N:11]([S:13]([C:16]3[S:17][CH:18]=[CH:19][CH:20]=3)(=[O:15])=[O:14])[CH2:10][CH2:9][N:8]2[C:21]2[CH:26]=[CH:25][C:24]([C:27]([OH:33])([CH3:32])[C:28]([F:31])([F:29])[F:30])=[CH:23][CH:22]=2)[CH:38]=[CH:37][N:36]=[CH:35]1 |f:2.3.4|. Procedure: To a 50-mL round-bottomed flask was added ((2R)-4-(thiophen-2-ylsulfonyl)-1-(4-(1,1,1-trifluoro-2-hydroxypropan-2-yl)phenyl)piperazin-2-yl)methyl methanesulfonate (38 mg, 0.072 mmol, Intermediate B), imidazole (7 mg, 0.11 mmol, Aldrich, St. Louis, Mo.) and cesium carbonate (46 mg, 0.14 mmol) in acetonitrile (2 mL). The reaction mixture was stirred at 80° C. for 18 h. The reaction mixture was diluted with water (10 mL) and extracted with CH2Cl2 (2×40 mL). The organic extracts were washed with sat... The reactants are CC#N, CCOC(C)=O, CCN(C(C)C)C(C)C, C[Si](C)(C)Cl, O=C(Cl)OCc1ccc([N+](=O)[O-])cc1, Cl, SC1CCNC1. Yields the product O=C(OCc1ccc([N+](=O)[O-])cc1)N1CCC(S)C1. As a reaction SMILES: [CH3:36][C:37]#[N:38].[CH3:39][CH2:40][O:41][C:42]([CH3:43])=[O:44].[CH:8]([N:9]([CH2:10][CH3:11])[CH:12]([CH3:13])[CH3:14])([CH3:15])[CH3:16].[Cl:17][Si:18]([CH3:19])([CH3:20])[CH3:21].[Cl:22][C:23](=[O:24])[O:25][CH2:26][c:27]1[cH:28][cH:29][c:30]([N+:33](=[O:34])[O-:35])[cH:31][cH:32]1.[ClH:1].[SH:2][CH:3]1[CH2:4][NH:5][CH2:6][CH2:7]1>>[SH:2][CH:3]1[CH2:4][N:5]([C:23](=[O:24])[O:25][CH2:26][c:27]2[cH:28][cH:29][c:30]([N+:33](=[O:34])[O-:35])[cH:31][cH:32]2)[CH2:6][CH2:7]1.